Dataset: the Open Reaction Database (ORD), a public repository of structured organic reaction records. Task: describe an organic reaction: reactants, conditions, products, and yield Reactants: C(C)OC(=O)N1CC(C2=NC=3C=CC=CC3C(=C2CC1)C)Cl (5-chloro-1,2,4,5-tetrahydro-11-methyl-3-azepino[4,5-b]quinoline-carboxylic acid ethyl ester), [O-]CC.[Na+] (sodium ethoxide). Run in C(C)O (ethanol). Run at time 2 hour. The product is CC1=C2C(=NC=3C=CC=CC13)C=CNCC2 (1,2-Dihydro-11-methyl-3H-azepino[4,5-b]quinoline). RXN SMILES: C(OC([N:6]1[CH2:20][CH2:19][C:18]2[C:9](=[N:10][C:11]3[CH:12]=[CH:13][CH:14]=[CH:15][C:16]=3[C:17]=2[CH3:21])[CH:8](Cl)[CH2:7]1)=O)C.[O-]CC.[Na+]>C(O)C>[CH3:21][C:17]1[C:16]2[CH:15]=[CH:14][CH:13]=[CH:12][C:11]=2[N:10]=[C:9]2[CH:8]=[CH:7][NH:6][CH2:20][CH2:19][C:18]=12 |f:1.2|. Procedure details: A mixture of 3 gm (5.42 millimols) of 5-chloro-1,2,4,5-tetrahydro-11-methyl-3-azepino[4,5-b]quinoline-carboxylic acid ethyl ester, 45 millimols of sodium ethoxide and 150 ml of ethanol was boiled for 2 hours. After distilling off the ethanol, the residue was dissolved in water, the solution was extracted with chloroform, the extract was dried with sodium sulfate, the solvent was evaporated, and the residue was recrystallized from ether. Starting materials: C(C)(C)(C)OC(=O)NCC=1SC=CN1 (2-t-butoxy carbonylaminomethylthiazole), C(C)(=O)[O-].[Na+] (sodium acetate), O.O.O.O.O.S(=O)([O-])[O-].[Na+].[Na+] (Sodium sulfite pentahydrate), BrBr (Bromine). Solvent: C(C)(=O)OCC (ethyl acetate). Yields the product BrC1=CN=C(S1)CNC(=O)OC(C)(C)C (5-bromo-2-t-butoxy carbonylaminomethylthiazole). As a reaction SMILES: [C:1]([O:5][C:6]([NH:8][CH2:9][C:10]1[S:11][CH:12]=[CH:13][N:14]=1)=[O:7])([CH3:4])([CH3:3])[CH3:2].C([O-])(=O)C.[Na+].[Br:20]Br.O.O.O.O.O.S([O-])([O-])=O.[Na+].[Na+]>C(OCC)(=O)C>[Br:20][C:12]1[S:11][C:10]([CH2:9][NH:8][C:6]([O:5][C:1]([CH3:4])([CH3:2])[CH3:3])=[O:7])=[N:14][CH:13]=1 |f:1.2,4.5.6.7.8.9.10.11|. Reported procedure: A solution (2 L) of 1.33 kg of 2-t-butoxy carbonylaminomethylthiazole in ethyl acetate was added to an aqueous solution (20 L) of 8.6 kg of sodium acetate, and the mixture was stirred. Bromine (1.35 L) was added dropwise to this solution (internal temperature: 19 to 24° C.) over a period of 3.5 hr, and the mixture was stirred at an internal temperature of 25.5±5° C. for 14 hr. Sodium sulfite pentahydrate (180 g) was added thereto, the mixture was then extracted with 3 L of ethyl acetate, and the... Reactants: OC=1C=C(C(=O)OC)C=CC1C (methyl 3-hydroxy-4-methylbenzoate), CS(=O)(=O)Cl (methanesulfonyl chloride). Solvent: N1=CC=CC=C1 (pyridine). Reaction conditions: temperature 0 celsius. Yields the product CC1=C(C=C(C(=O)OC)C=C1)OS(=O)(=O)C (methyl 4-methyl-3-[(methylsulfonyl)oxy]benzoate). Yield: 93.0%. RXN SMILES: [OH:1][C:2]1[CH:3]=[C:4]([CH:9]=[CH:10][C:11]=1[CH3:12])[C:5]([O:7][CH3:8])=[O:6].[CH3:13][S:14](Cl)(=[O:16])=[O:15]>N1C=CC=CC=1>[CH3:12][C:11]1[CH:10]=[CH:9][C:4]([C:5]([O:7][CH3:8])=[O:6])=[CH:3][C:2]=1[O:1][S:14]([CH3:13])(=[O:16])=[O:15]. Procedure: To a solution of methyl 3-hydroxy-4-methylbenzoate (3.0 g, 18.1 mmol) in pyridine (20 mL) was added methanesulfonyl chloride (2.80 mL, 36.1 mmol) under stirring at 0° C., and the mixture was stirred at room temperature for 3 hr. The solvent was evaporated under reduced pressure, and the residue was partitioned between ethyl acetate and 1 N hydrochloric acid. The organic layer was washed with saturated brine, dried over anhydrous magnesium sulfate, and concentrated under reduced pressure. The res...